Dataset: the Open Reaction Database (ORD), a public repository of structured organic reaction records. Task: describe an organic reaction: reactants, conditions, products, and yield The reactants are COc1ccc(COC(=S)C2CC(C(C)=O)CN2C(=O)OCc2ccc([N+](=O)[O-])cc2)cc1, COc1ccccc1, O=C(O)C(F)(F)F. Yields the product CC(=O)C1CC(C(O)=S)N(C(=O)OCc2ccc([N+](=O)[O-])cc2)C1. RXN SMILES: [CH3:1][O:2][c:3]1[cH:4][cH:5][c:6]([CH2:7][O:8][C:9]([CH:10]2[N:11]([C:18](=[O:19])[O:20][CH2:21][c:22]3[cH:23][cH:24][c:25]([N+:28](=[O:29])[O-:30])[cH:26][cH:27]3)[CH2:12][CH:13]([C:15]([CH3:16])=[O:17])[CH2:14]2)=[S:31])[cH:32][cH:33]1.[CH3:34][O:35][c:36]1[cH:37][cH:38][cH:39][cH:40][cH:41]1.[OH:42][C:43]([C:44]([F:45])([F:46])[F:47])=[O:48]>>[OH:8][C:9]([CH:10]1[N:11]([C:18](=[O:19])[O:20][CH2:21][c:22]2[cH:23][cH:24][c:25]([N+:28](=[O:29])[O-:30])[cH:26][cH:27]2)[CH2:12][CH:13]([C:15]([CH3:16])=[O:17])[CH2:14]1)=[S:31]. Reactants: ClCCCl, CC(C)(C)OC(=O)NC1CCC(C(=O)O)CC1, CN(C)c1ccncc1, CCN(C(C)C)C(C)C, ClCCl, NCc1ccccc1C(F)(F)F. The product is CC(C)(C)OC(=O)NC1CCC(C(=O)NCc2ccccc2C(F)(F)F)CC1. RXN SMILES: [CH2:30]([Cl:31])[CH2:32][Cl:33].[CH3:1][C:2]([CH3:3])([CH3:4])[O:5][C:6](=[O:7])[NH:8][CH:9]1[CH2:10][CH2:11][CH:12]([C:15](=[O:16])[OH:17])[CH2:13][CH2:14]1.[CH3:46][N:47]([c:48]1[cH:49][cH:50][n:51][cH:52][cH:53]1)[CH3:54].[CH:34]([N:35]([CH:36]([CH3:37])[CH3:38])[CH2:39][CH3:40])([CH3:41])[CH3:42].[Cl:43][CH2:44][Cl:45].[F:18][C:19]([c:20]1[c:21]([CH2:26][NH2:27])[cH:22][cH:23][cH:24][cH:25]1)([F:28])[F:29]>>[CH3:1][C:2]([CH3:3])([CH3:4])[O:5][C:6](=[O:7])[NH:8][CH:9]1[CH2:10][CH2:11][CH:12]([C:15](=[O:17])[NH:27][CH2:26][c:21]2[c:20]([C:19]([F:18])([F:28])[F:29])[cH:25][cH:24][cH:23][cH:22]2)[CH2:13][CH2:14]1.